Dataset: the Open Reaction Database (ORD), a public repository of structured organic reaction records. Task: describe an organic reaction: reactants, conditions, products, and yield Product: C(C)(=O)OC=1C=C2C(C(=CN(C2=CC1OC(C)=O)CC)C(=O)Cl)=O (6,7-diacetoxy-1-ethyl-1,4-dihydro-4-oxoquinoline-3-carbonyl chloride). RXN SMILES: [C:1]([O:4][C:5]1[CH:6]=[C:7]2[C:12](=[CH:13][C:14]=1[O:15][C:16](=[O:18])[CH3:17])[N:11]([CH2:19][CH3:20])[CH:10]=[C:9]([C:21](O)=[O:22])[C:8]2=[O:24])(=[O:3])[CH3:2].S(Cl)([Cl:27])=O>CN(C)C=O.C1C=CC=CC=1>[C:1]([O:4][C:5]1[CH:6]=[C:7]2[C:12](=[CH:13][C:14]=1[O:15][C:16](=[O:18])[CH3:17])[N:11]([CH2:19][CH3:20])[CH:10]=[C:9]([C:21]([Cl:27])=[O:22])[C:8]2=[O:24])(=[O:3])[CH3:2]. Reactants: C(C)(=O)OC=1C=C2C(C(=CN(C2=CC1OC(C)=O)CC)C(=O)O)=O (6,7-diacetoxy-1-ethyl-1,4-dihydro-4-oxoquinoline-3-caroxylic acid), S(=O)(Cl)Cl (thionyl chloride). Procedure details: A mixture of 6,7-diacetoxy-1-ethyl-1,4-dihydro-4-oxoquinoline-3-caroxylic acid (60 mg), thionyl chloride (40 μL), and dimethylformamide (one drop) was heated under reflux for 3 hours in benzene (40 mL), and then the solvent was evaporated. To the residue was added benzene (20 mL). Benzene was evaporated and the residue was vacuum dried to give 6,7-diacetoxy-1-ethyl-1,4-dihydro-4-oxoquinoline-3-carbonyl chloride. The reagents and catalysts are CN(C=O)C (dimethylformamide). Run in C1=CC=CC=C1 (benzene). Starting materials: O=C([O-])[O-], Cc1ccc(S(=O)(=O)OCC2Cc3c(F)ccc(Br)c3O2)cc1, [K+], [K+], OB(O)c1ccccc1. Product: Cc1ccc(S(=O)(=O)OCC2Cc3c(F)ccc(-c4ccccc4)c3O2)cc1. Reaction SMILES: [C:33](=[O:34])([O-:35])[O-:36].[CH3:1][c:2]1[cH:3][cH:4][c:5]([S:8](=[O:9])(=[O:10])[O:11][CH2:12][CH:13]2[O:14][c:15]3[c:16]([c:18]([F:23])[cH:19][cH:20][c:21]3[Br:22])[CH2:17]2)[cH:6][cH:7]1.[K+:37].[K+:38].[c:24]1([B:30]([OH:31])[OH:32])[cH:25][cH:26][cH:27][cH:28][cH:29]1>>[CH3:1][c:2]1[cH:3][cH:4][c:5]([S:8](=[O:9])(=[O:10])[O:11][CH2:12][CH:13]2[O:14][c:15]3[c:16]([c:18]([F:23])[cH:19][cH:20][c:21]3-[c:24]3[cH:25][cH:26][cH:27][cH:28][cH:29]3)[CH2:17]2)[cH:6][cH:7]1.